Dataset: the Open Reaction Database (ORD), a public repository of structured organic reaction records. Task: describe an organic reaction: reactants, conditions, products, and yield Reactants: C(C)(C)O (isopropyl alcohol), Cl (HCl), S(=O)(=O)([O-])[O-].[Mg+2] (magnesium sulfate), C(C1=CC=CC=C1)=O (benzaldehyde), C=C1CC(=O)O1 (diketene). Reagents/catalysts: CC([O-])C.CC([O-])C.CC([O-])C.CC([O-])C.[Ti+4] (titanium tetraisopropoxide). Run in C(C)OCC (diethyl ether), ClCCl (dichloromethane), ClCCl (dichloromethane), CC(CCO)C (3-methyl-1-butanol), ClCCl (dichloromethane). Run at time 1 hour. The product is OC(CC(CC(=O)OC(C)C)=O)C1=CC=CC=C1 (isopropyl 5-hydroxy-3-oxo-5-phenylpentanoate). The yield is 85.0%. As a reaction SMILES: [CH:1](=[O:8])[C:2]1[CH:7]=[CH:6][CH:5]=[CH:4][CH:3]=1.[CH2:9]=[C:10]1[O:14][C:12](=[O:13])[CH2:11]1.[CH:15]([OH:18])([CH3:17])[CH3:16].Cl.S([O-])([O-])(=O)=O.[Mg+2]>CC(C)[O-].CC(C)[O-].CC(C)[O-].CC(C)[O-].[Ti+4].C(OCC)C.ClCCl.CC(C)CCO>[OH:8][CH:1]([C:2]1[CH:7]=[CH:6][CH:5]=[CH:4][CH:3]=1)[CH2:9][C:10](=[O:14])[CH2:11][C:12]([O:18][CH:15]([CH3:17])[CH3:16])=[O:13] |f:4.5,6.7.8.9.10|. Reported procedure: In an atmosphere of argon, 1.43 g (5.4 mmol) of (S)-2-N-(3'-tert-butylsalicylidene)amino]-3-methyl-1-butanol, 5 ml of dichloromethane and 1.45 ml (4.9 mmol) of titanium tetraisopropoxide were placed in a schlenk tube, were stirred at room temperature over 1 hour and were cooled to -20° C. to prepare a dichloromethane solution. To the dichloromethane solution, 0.5 ml (4.9 mmol) of benzaldehyde and 0.75 ml (9.8 mmol) of diketene were added in this order, and were vigorously stirred at -20° C. over... The reactants are OC1=CC=C(C=C1)SC1=CC=NC=C1 (4-(4-hydroxy-phenylthio) pyridine), O (water), C([O-])([O-])=O.[K+].[K+] (potassium carbonate), ClCCCN(CCCC)CCCC (1-chloro-3-(di-n-butylamino) propane). Solvent: CS(=O)C (dimethylsulphoxide). Conditions: time 30 minute. Yields the product C(C(=O)O)(=O)O.C(C(=O)O)(=O)O.C(CCC)N(CCCOC1=CC=C(C=C1)SC1=CC=NC=C1)CCCC (4-{4-[3-(Di-n-butylamino)propyloxy]phenylthio}pyridine dioxalate). RXN SMILES: [OH:1][C:2]1[CH:7]=[CH:6][C:5]([S:8][C:9]2[CH:14]=[CH:13][N:12]=[CH:11][CH:10]=2)=[CH:4][CH:3]=1.[C:15](=[O:18])([O-:17])[O-:16].[K+].[K+].Cl[CH2:22][CH2:23][CH2:24][N:25]([CH2:30][CH2:31][CH2:32][CH3:33])[CH2:26][CH2:27][CH2:28][CH3:29].[OH2:34]>CS(C)=O>[C:2]([OH:1])(=[O:34])[C:15]([OH:17])=[O:18].[C:15]([OH:16])(=[O:18])[C:2]([OH:1])=[O:34].[CH2:30]([N:25]([CH2:26][CH2:27][CH2:28][CH3:29])[CH2:24][CH2:23][CH2:22][O:1][C:2]1[CH:3]=[CH:4][C:5]([S:8][C:9]2[CH:14]=[CH:13][N:12]=[CH:11][CH:10]=2)=[CH:6][CH:7]=1)[CH2:31][CH2:32][CH3:33] |f:1.2.3,7.8.9|. Procedure: A solution of 0.014 mol of 4-(4-hydroxy-phenylthio) pyridine and 3 g of finely crushed anhydrous potassium carbonate in 50 ml of dimethylsulphoxide was placed under stirring for 30 min. To this medium 0.016 mol of 1-chloro-3-(di-n-butylamino) propane was added and the stirring was maintained at room-temperature for 24 hours. The reaction medium was poured into water and extracted with ethyl ether. The organic phase was washed with water, dried on sodium sulphate and filtered. After the solvent w... Reactants: [BH4-], COC(=O)C1C(NC(=O)OC(C)(C)C)C(=O)N1OCc1ccccc1, Cl, [K+], [Na+], C1CCOC1, O, O=S(=O)([O-])O. Yields the product CC(C)(C)OC(=O)NC1C(=O)N(OCc2ccccc2)C1CO. Reaction SMILES: [BH4-:1].[CH2:10]([c:11]1[cH:12][cH:13][cH:14][cH:15][cH:16]1)[O:17][N:18]1[C:19](=[O:34])[CH:20]([NH:26][C:27](=[O:28])[O:29][C:30]([CH3:31])([CH3:32])[CH3:33])[CH:21]1[C:22](=[O:23])[O:24][CH3:25].[ClH:3].[K+:9].[Na+:2].[O:35]1[CH2:36][CH2:37][CH2:38][CH2:39]1.[OH2:40].[S:4]([O-:5])([OH:6])(=[O:7])=[O:8]>>[CH2:10]([c:11]1[cH:12][cH:13][cH:14][cH:15][cH:16]1)[O:17][N:18]1[C:19](=[O:34])[CH:20]([NH:26][C:27](=[O:28])[O:29][C:30]([CH3:31])([CH3:32])[CH3:33])[CH:21]1[CH2:22][OH:23]. Reactants: N1(CCC1)C(=O)C1=CC2=NC=CC(=C2S1)Cl (2-(azetidin-1-ylcarbonyl)-7-chlorothieno[3,2-b]pyridine), CNC(=O)C1=C(N(C2=CC(=CC=C12)O)CC)C (1-ethyl-6-hydroxy-2-methyl-1H-indole-3-carboxylic acid methylamide), C(=O)([O-])[O-].[Cs+].[Cs+] (Cs2CO3). Yields the product CNC(=O)C1=C(N(C2=CC(=CC=C12)OC1=C2C(=NC=C1)C=C(S2)C(=O)N2CCC2)CC)C (6-[2-(Azetidine-1-carbonyl)-thieno[3,2-b]pyridin-7-yloxy]-1-ethyl-2-methyl-1H-indole-3-carboxylic acid methylamide). Reaction SMILES: [N:1]1([C:5]([C:7]2[S:15][C:14]3[C:9](=[N:10][CH:11]=[CH:12][C:13]=3Cl)[CH:8]=2)=[O:6])[CH2:4][CH2:3][CH2:2]1.[CH3:17][NH:18][C:19]([C:21]1[C:29]2[C:24](=[CH:25][C:26]([OH:30])=[CH:27][CH:28]=2)[N:23]([CH2:31][CH3:32])[C:22]=1[CH3:33])=[O:20].C([O-])([O-])=O.[Cs+].[Cs+]>>[CH3:17][NH:18][C:19]([C:21]1[C:29]2[C:24](=[CH:25][C:26]([O:30][C:13]3[CH:12]=[CH:11][N:10]=[C:9]4[CH:8]=[C:7]([C:5]([N:1]5[CH2:4][CH2:3][CH2:2]5)=[O:6])[S:15][C:14]=34)=[CH:27][CH:28]=2)[N:23]([CH2:31][CH3:32])[C:22]=1[CH3:33])=[O:20] |f:2.3.4|. Reported procedure: This material was prepared by the reaction of 2-(azetidin-1-ylcarbonyl)-7-chlorothieno[3,2-b]pyridine 25a with 1-ethyl-6-hydroxy-2-methyl-1H-indole-3-carboxylic acid methylamide 71e and Cs2CO3 in a manner as previously described for example 1. 1H NMR (300 MHz, CDCl3) δ8.47 (1H, d, J=5.5 Hz), 7.75 (2H, m), 7.16 (1H, d, J=1.7 Hz), 7.01 (1H, dd, J=1.7, 8.4 Hz), 6.56 (1H, d, J=5.5 Hz), 5.91 (1H, bs), 4.59 (2H, m), 4.28 (2H, m), 4.11 (2H, m), 3.05 (3H, d, J=4.0 Hz), 2.72 (3H, s), 2.45 (2H, m), 1.33 (...